This data is from the Open Reaction Database (ORD), a public repository of structured organic reaction records. The task is: describe an organic reaction: reactants, conditions, products, and yield Reactants: [Al+3], C1CCOC1, CCOC(C)=O, [H-], [H-], [H-], [H-], [Li+], Nc1cccc(C(=O)O)c1F. Yields the product Nc1cccc(CO)c1F. As a reaction SMILES: [Al+3:13].[CH2:18]1[O:19][CH2:20][CH2:21][CH2:22]1.[CH3:23][CH2:24][O:25][C:26]([CH3:27])=[O:28].[H-:12].[H-:15].[H-:16].[H-:17].[Li+:14].[NH2:1][c:2]1[c:3]([F:11])[c:4]([C:5](=[O:6])[OH:7])[cH:8][cH:9][cH:10]1>>[NH2:1][c:2]1[c:3]([F:11])[c:4]([CH2:5][OH:6])[cH:8][cH:9][cH:10]1. Starting materials: ClCC1=CC(=C(OCC=2N=C(OC2)C=2OC=CC2)C=C1)OC (4-[(4-chloromethyl-2-methoxyphenoxy)methyl]-2-(2-furyl)-1,3-oxazole), OC1=NN(C=C1C=O)C1=CC=CC=C1 (3-hydroxy-1-phenyl-1H-pyrazole-4-carbaldehyde), CN(C=O)C (N,N-dimethylformamide), [H-].[Na+] (sodium hydride). The solvent is O (Water). Run at temperature 90 celsius, time 2 hour. Product: O1C(=CC=C1)C=1OC=C(N1)COC1=C(C=C(COC2=NN(C=C2C=O)C2=CC=CC=C2)C=C1)OC (3-[(4-{[2-(2-furyl)-1,3-oxazol-4-yl]methoxy}-3-methoxybenzyl)oxy]-1-phenyl-1H-pyrazole-4-carbaldehyde). Isolated yield 82.5%. As a reaction SMILES: Cl[CH2:2][C:3]1[CH:20]=[CH:19][C:6]([O:7][CH2:8][C:9]2[N:10]=[C:11]([C:14]3[O:15][CH:16]=[CH:17][CH:18]=3)[O:12][CH:13]=2)=[C:5]([O:21][CH3:22])[CH:4]=1.[OH:23][C:24]1[C:28]([CH:29]=[O:30])=[CH:27][N:26]([C:31]2[CH:36]=[CH:35][CH:34]=[CH:33][CH:32]=2)[N:25]=1.CN(C)C=O.[H-].[Na+]>O>[O:15]1[CH:16]=[CH:17][CH:18]=[C:14]1[C:11]1[O:12][CH:13]=[C:9]([CH2:8][O:7][C:6]2[CH:19]=[CH:20][C:3]([CH2:2][O:23][C:24]3[C:28]([CH:29]=[O:30])=[CH:27][N:26]([C:31]4[CH:32]=[CH:33][CH:34]=[CH:35][CH:36]=4)[N:25]=3)=[CH:4][C:5]=2[O:21][CH3:22])[N:10]=1 |f:3.4|. Reported procedure: To a mixture of 4-[(4-chloromethyl-2-methoxyphenoxy)methyl]-2-(2-furyl)-1,3-oxazole (0.80 g), 3-hydroxy-1-phenyl-1H-pyrazole-4-carbaldehyde (0.45 g) and N,N-dimethylformamide (30 mL) was added sodium hydride (60% in oil, 0.10 g) at room temperature, and the mixture was stirred at 90° C. for 2 hrs. Water was added to the reaction mixture, and the precipitated crystals were collected by filtration to give 3-[(4-{[2-(2-furyl)-1,3-oxazol-4-yl]methoxy}-3-methoxybenzyl)oxy]-1-phenyl-1H-pyrazole-4-carb... Reactants: CC1=C(N=C(O1)C1=CC=CC=C1)COC1=CC=C(C=C1)/C(=C/CO)/C ((E)-3-[4-(5-methyl-2-phenyl-4-oxazolylmethoxy)phenyl]-2-buten-1-ol). Reagents/catalysts: [O-2].[O-2].[Mn+4] (manganese dioxide). Yields the product CC1=C(N=C(O1)C1=CC=CC=C1)COC1=CC=C(C=C1)/C(=C/C=O)/C ((E)-3-[4-(5-methyl-2-phenyl-4-oxazolylmethoxy)phenyl]-2-buten-1-al). Reaction SMILES: [CH3:1][C:2]1[O:6][C:5]([C:7]2[CH:12]=[CH:11][CH:10]=[CH:9][CH:8]=2)=[N:4][C:3]=1[CH2:13][O:14][C:15]1[CH:20]=[CH:19][C:18](/[C:21](/[CH3:25])=[CH:22]/[CH2:23][OH:24])=[CH:17][CH:16]=1>[O-2].[O-2].[Mn+4]>[CH3:1][C:2]1[O:6][C:5]([C:7]2[CH:8]=[CH:9][CH:10]=[CH:11][CH:12]=2)=[N:4][C:3]=1[CH2:13][O:14][C:15]1[CH:16]=[CH:17][C:18](/[C:21](/[CH3:25])=[CH:22]/[CH:23]=[O:24])=[CH:19][CH:20]=1 |f:1.2.3|. Reported procedure: According to the method described for Reference Example 34, (E)-3-[4-(5-methyl-2-phenyl-4-oxazolylmethoxy)phenyl]-2-buten-1-ol was subjected to oxidation with activated manganese dioxide to give (E)-3-[4-(5-methyl-2-phenyl-4-oxazolylmethoxy)phenyl]-2-buten-1-al. Recrystallization from ethyl acetate--hexane gave colorless prisms, m.p.94°-95° C.